This data is from the Open Reaction Database (ORD), a public repository of structured organic reaction records. The task is: describe an organic reaction: reactants, conditions, products, and yield The reactants are O=CC(=O)OCC (ethyl oxoacetate), Br[Mg]CC1CC1 (bromo(cyclopropylmethyl)magnesium). The solvent is C(C)(=O)OCC (ethyl acetate), C1CCOC1 (THF). Conditions: time 48 hour. Yields the product C1(CC1)CC(C(=O)OCC)O (Ethyl 3-cyclopropyl-2-hydroxypropanoate). Reaction SMILES: [O:1]=[CH:2][C:3]([O:5][CH2:6][CH3:7])=[O:4].Br[Mg][CH2:10][CH:11]1[CH2:13][CH2:12]1>C1COCC1.C(OCC)(=O)C>[CH:11]1([CH2:10][CH:2]([OH:1])[C:3]([O:5][CH2:6][CH3:7])=[O:4])[CH2:13][CH2:12]1. Reported procedure: Under argon and with ice cooling, a solution of 5.4 g (purity 50%, 26.7 mmol) of ethyl oxoacetate in 50 ml of THF was quickly added dropwise to 7.6 g (48 mmol, 1.8 eq.) of bromo(cyclopropylmethyl)magnesium. The reaction mixture was stirred for another 48 h, diluted with ethyl acetate and quenched with water. Celite was added, and the reaction mixture was stirred for 5 min and then filtered. After phase separation, the organic phase was washed once with water, dried (sodium sulphate), filtered an...